From a dataset of the Open Reaction Database (ORD), a public repository of structured organic reaction records. describe an organic reaction: reactants, conditions, products, and yield Starting materials: OCCCBr, CCCC[N+](CCCC)(CCCC)CCCC, Cc1ccccc1, [Cl-], Oc1c(Cl)cc(OCC=C(Cl)Cl)cc1Cl, [Na+], [OH-], O, O=S(=O)(O)O. The product is OCCCOc1c(Cl)cc(OCC=C(Cl)Cl)cc1Cl. RXN SMILES: [Br:1][CH2:2][CH2:3][CH2:4][OH:5].[CH2:29]([N+:30]([CH2:31][CH2:32][CH2:33][CH3:34])([CH2:35][CH2:36][CH2:37][CH3:38])[CH2:39][CH2:40][CH2:41][CH3:42])[CH2:43][CH2:44][CH3:45].[CH3:47][c:48]1[cH:49][cH:50][cH:51][cH:52][cH:53]1.[Cl-:28].[Cl:6][c:7]1[c:8]([OH:20])[c:9]([Cl:19])[cH:10][c:11]([O:13][CH2:14][CH:15]=[C:16]([Cl:17])[Cl:18])[cH:12]1.[Na+:22].[OH-:21].[OH2:46].[S:23](=[O:24])(=[O:25])([OH:26])[OH:27]>>[CH2:2]([CH2:3][CH2:4][OH:5])[O:20][c:8]1[c:7]([Cl:6])[cH:12][c:11]([O:13][CH2:14][CH:15]=[C:16]([Cl:17])[Cl:18])[cH:10][c:9]1[Cl:19]. Reactants: NC1=CC=CC=C1 (aniline), C1(=CC=CC=C1)C (toluene), FC1=C(C=C(C=C1)C(C(=O)O)=O)Br (4-fluoro-3-bromophenylglyoxylic acid). Solvent: ClC1=CC=CC=C1 (chlorobenzene). Yields the product FC1=C(C=C(C=O)C=C1)Br (4-Fluoro-3-bromo-benzaldehyde). Reaction SMILES: NC1C=CC=CC=1.C1(C)C=CC=CC=1.[F:15][C:16]1[CH:21]=[CH:20][C:19]([C:22](=[O:26])C(O)=O)=[CH:18][C:17]=1[Br:27]>ClC1C=CC=CC=1>[F:15][C:16]1[CH:21]=[CH:20][C:19]([CH:22]=[O:26])=[CH:18][C:17]=1[Br:27]. Procedure: 102.3 g (1.1 moles) of freshly distilled aniline were added dropwise to a mixture of 1,300 ml of toluene or chlorobenzene and 247 g of 4-fluoro-3-bromophenylglyoxylic acid at 70° to 80° C. The reaction mixture was then heated to the reflux temperature, and was stirred under reflux for a further 4 hours in order to bring the decarboxylation to completion. Thereafter, the solvent was stripped off in vacuo. 270 g (97% of theory) of the anil remained in the form of a colorless powder with a melting ... Isolated yield 62.7%. Product: BrC=1C=CC2=C(SC=C2)C1 (6-Bromo-benzo[b]thiophene). Run at temperature 195 celsius, time 1 hour. The reagents and catalysts are [Cu] (Copper). Reaction SMILES: [Br:1][C:2]1[CH:3]=[CH:4][C:5]2[CH:9]=[C:8](C(O)=O)[S:7][C:6]=2[CH:13]=1.Cl>N1C2C(=CC=CC=2)C=CC=1.[Cu]>[Br:1][C:2]1[CH:3]=[CH:4][C:5]2[CH:9]=[CH:8][S:7][C:6]=2[CH:13]=1. Procedure: Copper powder (100 g, 1.57 mol) is added to a solution of 6-bromo-benzo[b]-thiophene-2-carboxylic acid (1.04 Kg, 4.04 mol) in quinoline (2.5 L) at room temperature. The reaction mixture is heated to reflux (195° C.) for 10 h. The reaction mixture is cooled to room temperature and poured onto ice (2.5 Kg). Concentrated HCl (2.5 L) is added while stirring the resulting mass for 1 h. The reaction mixture is extracted with hexane (4×3 L) and washed with dilute HCl (1×2 L), aqueous bicarbonate (1×5 L... Solvent: N1=CC=CC2=CC=CC=C12 (quinoline). Starting materials: BrC=1C=CC2=C(SC(=C2)C(=O)O)C1 (6-bromo-benzo[b]-thiophene-2-carboxylic acid), Cl (HCl). Starting materials: C[Si](CCOCN1C(=NC2=C1C=CC=C2)OC2=CC=C(C=C2)C=2C1=C(N3CCCC23)C=CC=N1)(C)C (9-[4-(1-{[2-(trimethylsilyl)ethoxy]methyl}-1H-benzo[d]imidazol-2-yloxy)phenyl]-7,8-dihydro-6H-pyrido[2,3-b]pyrrolizine), Cl (HCl), C(=O)(O)[O-].[Na+] (NaHCO3). Solvent: CCO (EtOH). Conditions: temperature 70 celsius. Product: N1C(=NC2=C1C=CC=C2)OC2=CC=C(C=C2)C=2C1=C(N3CCCC23)C=CC=N1 (9-[4-(1H-Benzimidazol-2-yloxy)phenyl]-7,8-dihydro-6H-pyrido[2,3-b]pyrrolizine). Yield: 92.0%. Reaction SMILES: C[Si](C)(C)CCOC[N:7]1[C:11]2[CH:12]=[CH:13][CH:14]=[CH:15][C:10]=2[N:9]=[C:8]1[O:16][C:17]1[CH:22]=[CH:21][C:20]([C:23]2[C:24]3[N:34]=[CH:33][CH:32]=[CH:31][C:25]=3[N:26]3[C:30]=2[CH2:29][CH2:28][CH2:27]3)=[CH:19][CH:18]=1.Cl.C([O-])(O)=O.[Na+]>CCO>[NH:7]1[C:11]2[CH:12]=[CH:13][CH:14]=[CH:15][C:10]=2[N:9]=[C:8]1[O:16][C:17]1[CH:22]=[CH:21][C:20]([C:23]2[C:24]3[N:34]=[CH:33][CH:32]=[CH:31][C:25]=3[N:26]3[C:30]=2[CH2:29][CH2:28][CH2:27]3)=[CH:19][CH:18]=1 |f:2.3|. Procedure details: To a solution of 9-[4-(1-{[2-(trimethylsilyl)ethoxy]methyl}-1H-benzo[d]imidazol-2-yloxy)phenyl]-7,8-dihydro-6H-pyrido[2,3-b]pyrrolizine (199 mg) in EtOH (2 mL) was added 6 M HCl aqueous solution (2 mL) and the mixture was heated at 70° C. for 2 h. The mixture was neutralized with saturated NaHCO3 aqueous solution and extracted with AcOEt. The organic layer was separated, washed with brine, dried over Na2SO4 and concentrated under reduced pressure. The residue was collected by filtration and wash... RXN SMILES: [F:1][C:2]1[CH:20]=[C:19]([F:21])[CH:18]=[CH:17][C:3]=1[CH2:4][N:5]1[C:9]2=[CH:10][N:11]=[C:12]([C:14]([OH:16])=O)[CH:13]=[C:8]2[CH:7]=[CH:6]1.Cl.[CH3:23][NH:24][OH:25]>>[F:1][C:2]1[CH:20]=[C:19]([F:21])[CH:18]=[CH:17][C:3]=1[CH2:4][N:5]1[C:9]2=[CH:10][N:11]=[C:12]([C:14]([N:24]([OH:25])[CH3:23])=[O:16])[CH:13]=[C:8]2[CH:7]=[CH:6]1 |f:1.2|. Reactants: FC1=C(CN2C=CC=3C2=CN=C(C3)C(=O)O)C=CC(=C1)F (1-(2,4-difluorobenzyl)-1H-pyrrolo[2,3-c]pyridine-5-carboxylic acid), Cl.CNO (N-methyl hydroxylamine hydrochloride). Procedure: The title compound was prepared by coupling of 1-(2,4-difluorobenzyl)-1H-pyrrolo[2,3-c]pyridine-5-carboxylic acid and N-methyl hydroxylamine hydrochloride in a manner similar to step (c) of example 1. 1H NMR (DMSO-d6) δ; 11.10 (br, 1H), 8.92 (s, 1H), 8.04 (s, 1H), 7.82 (s, 1H), 7.26–7.38 (m, 2H), 7.07–7.08 (m, 1H), 6.72 (s, 1H), 5.64 (s, 2H), 3.33 (s, 3H). LCMS (API-ES, M+H+): 318.0. HRMS calcd for C16H14F2N3O2(M+H) 318.1054. found 318.1037. HPLC: 100% purity. Yields the product FC1=C(CN2C=CC=3C2=CN=C(C3)C(=O)N(C)O)C=CC(=C1)F (1-(2,4-Difluorobenzyl)-N-hydroxy-N-methyl-1H-pyrrolo[2,3-c]pyridine-5-carboxamide). Conditions: time 5 hour. The reactants are NC1=NC2=CC=C(C=C2C(=C1C#N)NCC1=CC=CC=C1)N1CCOCC1 (2-amino-3-cyano-4-benzylamino-6-morpholino-quinoline), S(=O)(=O)(C1=CC=C(C)C=C1)ON (O-tosylhydroxylamine). The solvent is CN(C=O)C (dimethylformamide), ClCCl (dichloromethane). Yields the product S(=O)(=O)([O-])C1=CC=C(C)C=C1.N[N+]1=C(C(=C(C2=CC(=CC=C12)N1CCOCC1)NCC1=CC=CC=C1)C#N)N (1,2-diamino-3-cyano-4-benzylamino-6-(morpholin-4-yl)quinolinium tosylate). Procedure: To the solution of 3 g 2-amino-3-cyano-4-benzylamino-6-morpholino-quinoline in 20 ml dimethylformamide, 2.2 g of O-tosylhydroxylamine dissolved in 25 ml dichloromethane is added dropwise at 20° C. in 15 minutes. After 5 hours of stirring the precipitated crystalline material is filtered off. After drying 3.8 g of the title compound is obtained (MH+:376). RXN SMILES: [NH2:1][C:2]1[C:11]([C:12]#[N:13])=[C:10]([NH:14][CH2:15][C:16]2[CH:21]=[CH:20][CH:19]=[CH:18][CH:17]=2)[C:9]2[C:4](=[CH:5][CH:6]=[C:7]([N:22]3[CH2:27][CH2:26][O:25][CH2:24][CH2:23]3)[CH:8]=2)[N:3]=1.[S:28]([O:38][NH2:39])([C:31]1[CH:37]=[CH:36][C:34]([CH3:35])=[CH:33][CH:32]=1)(=[O:30])=[O:29]>CN(C)C=O.ClCCl>[S:28]([C:31]1[CH:37]=[CH:36][C:34]([CH3:35])=[CH:33][CH:32]=1)([O-:38])(=[O:30])=[O:29].[NH2:39][N+:3]1[C:4]2[C:9](=[CH:8][C:7]([N:22]3[CH2:23][CH2:24][O:25][CH2:26][CH2:27]3)=[CH:6][CH:5]=2)[C:10]([NH:14][CH2:15][C:16]2[CH:17]=[CH:18][CH:19]=[CH:20][CH:21]=2)=[C:11]([C:12]#[N:13])[C:2]=1[NH2:1] |f:4.5|. Starting materials: CCN(C(C)C)C(C)C (DIPEA), C(C)(C)(C)C1=NN(C(=C1)NC(=O)N[C@H]1CC[C@H](C2=CC=CC=C12)OC=1C=CC=2N(C1)C(=NN2)N2CCCCC2)C=2C=NN(C2)CCO (1-[3-tert-Butyl-1′-(2-hydroxy-ethyl)-1′H-[1,4′]bipyrazolyl-5-yl]-3-[(1S,4R)-4-(3-piperidin-1-yl-[1,2,4]triazolo[4,3-a]pyridin-6-yloxy)-1,2,3,4-tetrahydro-naphthalen-1-yl]-urea), CS(=O)(=O)Cl (methanesulfonyl chloride). The solvent is C(Cl)Cl (DCM). Reaction conditions: time 2 hour. Yields the product C(C)(C)(C)C1=NN(C(=C1)NC(=O)N[C@H]1CC[C@H](C2=CC=CC=C12)OC=1C=CC=2N(C1)C(=NN2)N2CCCCC2)C=2C=NN(C2)CCOS(=O)(=O)C (Methanesulfonic acid 2-(3-tert-butyl-5-{3-[(1S,4R)-4-(3-piperidin-1-yl-[1,2,4]triazolo[4,3-a]pyridin-6-yloxy)-1,2,3,4-tetrahydro-naphthalen-1-yl]-ureido}-[1,4]bipyrazolyl-1′-yl)-ethyl ester). RXN SMILES: [C:1]([C:5]1[CH:9]=[C:8]([NH:10][C:11]([NH:13][C@@H:14]2[C:23]3[C:18](=[CH:19][CH:20]=[CH:21][CH:22]=3)[C@H:17]([O:24][C:25]3[CH:26]=[CH:27][C:28]4[N:29]([C:31]([N:34]5[CH2:39][CH2:38][CH2:37][CH2:36][CH2:35]5)=[N:32][N:33]=4)[CH:30]=3)[CH2:16][CH2:15]2)=[O:12])[N:7]([C:40]2[CH:41]=[N:42][N:43]([CH2:45][CH2:46][OH:47])[CH:44]=2)[N:6]=1)([CH3:4])([CH3:3])[CH3:2].CCN(C(C)C)C(C)C.[CH3:57][S:58](Cl)(=[O:60])=[O:59]>C(Cl)Cl>[C:1]([C:5]1[CH:9]=[C:8]([NH:10][C:11]([NH:13][C@@H:14]2[C:23]3[C:18](=[CH:19][CH:20]=[CH:21][CH:22]=3)[C@H:17]([O:24][C:25]3[CH:26]=[CH:27][C:28]4[N:29]([C:31]([N:34]5[CH2:35][CH2:36][CH2:37][CH2:38][CH2:39]5)=[N:32][N:33]=4)[CH:30]=3)[CH2:16][CH2:15]2)=[O:12])[N:7]([C:40]2[CH:41]=[N:42][N:43]([CH2:45][CH2:46][O:47][S:58]([CH3:57])(=[O:60])=[O:59])[CH:44]=2)[N:6]=1)([CH3:4])([CH3:2])[CH3:3]. Procedure details: To an ice-bath cooled solution of Intermediate 108d (105 mg, 0.16 mmol) in DCM (2 mL) was added DIPEA (43 μL, 0.25 mmol) followed by methanesulfonyl chloride (15 μL, 0.20 mmol). The reaction mixture was stirred for 2 h and then quenched with water. The aqueous phase was extracted with DCM (×3) and the combined organic layers were washed with brine, dried (MgSO4) and concentrated in vacuo to afford the title compound (Quantitative). Product used in the following step without further purification....